describe an organic reaction: reactants, conditions, products, and yield From a dataset of the Open Reaction Database (ORD), a public repository of structured organic reaction records. Starting materials: Cl[Si](C)(C)C (chlorotrimethylsilane), C(C(C)(C)C)O (neopentyl alcohol), CN1C=NC=C1 (1-methylimidazole). Conditions: temperature 0 celsius. Product: CC(CO[Si](C)(C)C)(C)C (2,2-dimethyl-1-trimethylsilyloxypropane). The yield is 85.8%. As a reaction SMILES: Cl[Si:2]([CH3:5])([CH3:4])[CH3:3].[CH2:6]([OH:11])[C:7]([CH3:10])([CH3:9])[CH3:8].CN1C=CN=C1>>[CH3:8][C:7]([CH3:10])([CH3:9])[CH2:6][O:11][Si:2]([CH3:5])([CH3:4])[CH3:3]. Procedure details: 6.50 g (56.7 mmol) of chlorotrimethylsilane were added dropwise to a solution of 5.00 g (56.7 mmol) of neopentyl alcohol (2,2-dimethyl-1-propanol) and 11.6 g (142 mmol) of 1-methylimidazole while stirring at 0° C. The reaction mixture was stirred for a further 2 hours at 0° C. and for 2.5 hours at 20° C. The upper phase was separated off to give 7.80 g (theory: 9.09 g) of 2,2-dimethyl-1-trimethylsilyloxypropane as a colorless oil having a purity of 96% (GC).